Dataset: the Open Reaction Database (ORD), a public repository of structured organic reaction records. Task: describe an organic reaction: reactants, conditions, products, and yield As a reaction SMILES: [CH2:30]([Cl:31])[Cl:32].[c:18]1([N:24]2[CH2:25][CH2:26][NH:27][CH2:28][CH2:29]2)[cH:19][cH:20][cH:21][cH:22][cH:23]1.[c:1]1([CH:7]=[CH:8][c:9]2[n:10][o:11][c:12]([CH2:14][CH2:15][CH:16]=[O:17])[cH:13]2)[cH:2][cH:3][cH:4][cH:5][cH:6]1>>[c:1]1([CH:7]=[CH:8][c:9]2[n:10][o:11][c:12]([CH2:14][CH2:15][CH2:16][N:27]3[CH2:26][CH2:25][N:24]([c:18]4[cH:19][cH:20][cH:21][cH:22][cH:23]4)[CH2:29][CH2:28]3)[cH:13]2)[cH:2][cH:3][cH:4][cH:5][cH:6]1. The reactants are ClCCl, c1ccc(N2CCNCC2)cc1, O=CCCc1cc(C=Cc2ccccc2)no1. The product is C(=Cc1cc(CCCN2CCN(c3ccccc3)CC2)on1)c1ccccc1.